Dataset: the Open Reaction Database (ORD), a public repository of structured organic reaction records. Task: describe an organic reaction: reactants, conditions, products, and yield Reactants: O=C1Cc2cc(Br)ccc2N1, C1CCNCC1, CCO, O=Cc1cc2cc(OCCN3CCCC3)ccc2[nH]1. The product is O=C1Nc2ccc(Br)cc2C1=Cc1cc2cc(OCCN3CCCC3)ccc2[nH]1. As a reaction SMILES: [Br:1][c:2]1[cH:3][c:4]2[c:8]([cH:9][cH:10]1)[NH:7][C:6](=[O:11])[CH2:5]2.[CH2:31]1[CH2:32][CH2:33][NH:34][CH2:35][CH2:36]1.[CH3:37][CH2:38][OH:39].[N:12]1([CH2:17][CH2:18][O:19][c:20]2[cH:21][c:22]3[cH:23][c:24]([CH:29]=[O:30])[nH:25][c:26]3[cH:27][cH:28]2)[CH2:13][CH2:14][CH2:15][CH2:16]1>>[Br:1][c:2]1[cH:3][c:4]2[c:8]([cH:9][cH:10]1)[NH:7][C:6](=[O:11])[C:5]2=[CH:29][c:24]1[cH:23][c:22]2[cH:21][c:20]([O:19][CH2:18][CH2:17][N:12]3[CH2:13][CH2:14][CH2:15][CH2:16]3)[cH:28][cH:27][c:26]2[nH:25]1. Reactants: C(C)OC(=O)C=1N=CN(C1)C1=CC(=CC=C1)O (1-(3-Hydroxyphenyl)imidazole-4-carboxylic Acid Ethyl Ester), C(C)(C)Br (isopropyl bromide), C([O-])([O-])=O.[K+].[K+] (potassium carbonate), C(C)(C)Br (isopropyl bromide), C([O-])([O-])=O.[K+].[K+] (potassium carbonate). Solvent: CN(C=O)C (dimethylformamide). Product: C(C)OC(=O)C=1N=CN(C1)C1=CC(=CC=C1)OC(C)C (1-(3-Isopropoxyphenyl)imidazole-4-carboxylic Acid Ethyl Ester). Isolated yield 95.1%. As a reaction SMILES: [CH2:1]([O:3][C:4]([C:6]1[N:7]=[CH:8][N:9]([C:11]2[CH:16]=[CH:15][CH:14]=[C:13]([OH:17])[CH:12]=2)[CH:10]=1)=[O:5])[CH3:2].[CH:18](Br)([CH3:20])[CH3:19].C(=O)([O-])[O-].[K+].[K+]>CN(C)C=O>[CH2:1]([O:3][C:4]([C:6]1[N:7]=[CH:8][N:9]([C:11]2[CH:16]=[CH:15][CH:14]=[C:13]([O:17][CH:18]([CH3:20])[CH3:19])[CH:12]=2)[CH:10]=1)=[O:5])[CH3:2] |f:2.3.4|. Procedure: A mixture of 696 mg of the compound prepared in Example 11, 405 mg of isopropyl bromide and 248 mg of potassium carbonate in 15 ml of anhydrous dimethylformamide is heated under nitrogen for one hour to 100° C. With incomplete reaction, equivalent amounts of isopropyl bromide and potassium carbonate are furthermore added two to three times. For working up purposes, the solvent is distilled off and the remaining residue is stirred with water. The thus-obtained crude product is filtered off, dried... Procedure details: Benzyl bromide (4.34 g, 25.4 mmol) and potassium carbonate (4.80 g, 34.7 mmol) were added to 1-(tert-butoxycarbonyl)nipecotic acid (5.30 g, 23.1 mmol) in N,N-dimethylformamide (20 mL). The mixture was stirred at room temperature for 6 hours. Subsequently, water was added and the mixture was extracted with ethyl acetate. The organic layer washed sequentially with water and brine and was dried over sodium sulfate. The solvent was then evaporated to give 7.11 g (96%) of the desired compound as a pa... The reactants are O (water), C(C1=CC=CC=C1)Br (Benzyl bromide), C([O-])([O-])=O.[K+].[K+] (potassium carbonate), C(C)(C)(C)OC(=O)N1CC(C(=O)O)CCC1 (1-(tert-butoxycarbonyl)nipecotic acid). Conditions: time 6 hour. Yield: 96.4%. Product: C(C)(C)(C)OC(=O)N1CC(C(=O)OCC2=CC=CC=C2)CCC1 (Benzyl 1-(tert-butoxycarbonyl)nipecotate). Reaction SMILES: [CH2:1](Br)[C:2]1[CH:7]=[CH:6][CH:5]=[CH:4][CH:3]=1.C(=O)([O-])[O-].[K+].[K+].[C:15]([O:19][C:20]([N:22]1[CH2:30][CH2:29][CH2:28][CH:24]([C:25]([OH:27])=[O:26])[CH2:23]1)=[O:21])([CH3:18])([CH3:17])[CH3:16].O>CN(C)C=O>[C:15]([O:19][C:20]([N:22]1[CH2:30][CH2:29][CH2:28][CH:24]([C:25]([O:27][CH2:1][C:2]2[CH:7]=[CH:6][CH:5]=[CH:4][CH:3]=2)=[O:26])[CH2:23]1)=[O:21])([CH3:18])([CH3:16])[CH3:17] |f:1.2.3|. Solvent: CN(C=O)C (N,N-dimethylformamide).